From a dataset of the Open Reaction Database (ORD), a public repository of structured organic reaction records. describe an organic reaction: reactants, conditions, products, and yield Product: O=C(O)c1csc(N(C(=O)c2ccccc2Cl)c2ccc(OC(F)(F)F)cc2)n1. The reactants are O=C([O-])[O-], C1CCOC1, O=C(Cl)c1ccccc1Cl, O=C(O)c1csc(Nc2ccc(OC(F)(F)F)cc2)n1, [K+], [K+]. RXN SMILES: [C:31](=[O:32])([O-:33])[O-:34].[CH2:37]1[O:38][CH2:39][CH2:40][CH2:41]1.[Cl:21][C:22](=[O:23])[c:24]1[cH:25][cH:26][cH:27][cH:28][c:29]1[Cl:30].[F:1][C:2]([O:3][c:4]1[cH:5][cH:6][c:7]([NH:10][c:11]2[s:12][cH:13][c:14]([C:16](=[O:17])[OH:18])[n:15]2)[cH:8][cH:9]1)([F:19])[F:20].[K+:35].[K+:36]>>[F:1][C:2]([O:3][c:4]1[cH:5][cH:6][c:7]([N:10]([c:11]2[s:12][cH:13][c:14]([C:16](=[O:17])[OH:18])[n:15]2)[C:22](=[O:23])[c:24]2[cH:25][cH:26][cH:27][cH:28][c:29]2[Cl:30])[cH:8][cH:9]1)([F:19])[F:20]. Starting materials: COc1ccc(Br)c(CCC#N)c1OC, [Cl-], N, [NH4+]. Product: COc1ccc2c(c1OC)CC2C#N. Reaction SMILES: [Br:1][c:2]1[cH:3][cH:4][c:5]([O:14][CH3:15])[c:6]([O:12][CH3:13])[c:7]1[CH2:8][CH2:9][C:10]#[N:11].[Cl-:16].[NH3:18].[NH4+:17]>>[c:2]12[cH:3][cH:4][c:5]([O:14][CH3:15])[c:6]([O:12][CH3:13])[c:7]1[CH2:8][CH:9]2[C:10]#[N:11]. Reactants: CCOC(=O)c1cc(-c2ccc(C(C)(C)C)cc2)on1, CC(=O)O, O=C1CCC(=O)N1Cl. Yields the product CCOC(=O)c1noc(-c2ccc(C(C)(C)C)cc2)c1Cl. Reaction SMILES: [C:1]([CH3:2])([CH3:3])([CH3:4])[c:5]1[cH:6][cH:7][c:8](-[c:11]2[cH:12][c:13]([C:16](=[O:17])[O:18][CH2:19][CH3:20])[n:14][o:15]2)[cH:9][cH:10]1.[CH3:29][C:30](=[O:31])[OH:32].[Cl:21][N:22]1[C:23](=[O:24])[CH2:25][CH2:26][C:27]1=[O:28]>>[C:1]([CH3:2])([CH3:3])([CH3:4])[c:5]1[cH:6][cH:7][c:8](-[c:11]2[c:12]([Cl:21])[c:13]([C:16](=[O:17])[O:18][CH2:19][CH3:20])[n:14][o:15]2)[cH:9][cH:10]1.